This data is from the Open Reaction Database (ORD), a public repository of structured organic reaction records. The task is: describe an organic reaction: reactants, conditions, products, and yield The solvent is CN(C=O)C (dimethylformamide). Procedure: 36 g (209 mmol) 2-Bromo-5-methylpyridine and 37.5 g (418 mmol) copper cyanide are refluxed for two hours in 500 ml dimethylformamide. After cooling down to 50° C., 10% aqueous armnoia solution (500 ml) is added with stirring. The product is extracted with dichloromethane, the organic phase is dried over magnesium sulfate, and the solvent is removed in vacuo. The product is purified by column chromatography (silica, eluent cyclohexane/ethyl acetate 9:1). The reactants are BrC1=NC=C(C=C1)C (2-Bromo-5-methylpyridine), [Cu](C#N)C#N (copper cyanide), aqueous armnoia solution. Conditions: temperature 50 celsius. As a reaction SMILES: Br[C:2]1[CH:7]=[CH:6][C:5]([CH3:8])=[CH:4][N:3]=1.[Cu](C#N)[C:10]#[N:11]>CN(C)C=O>[CH3:8][C:5]1[CH:6]=[CH:7][C:2]([C:10]#[N:11])=[N:3][CH:4]=1. Product: CC=1C=CC(=NC1)C#N (5-Methyl-2-pyridinecarbonitrile). The reactants are C(C)(C)(C)OC(=O)C=1OC2=C(C1C)C(=CC=C2)C2=COC=C2 (4-furan-3-yl-3-methyl-benzofuran-2-carboxylic acid tert-butyl ester), C(=O)(C(F)(F)F)O.ClCCl (TFA dichloromethane). Run at time 2 hour. Product: O1C=C(C=C1)C1=CC=CC2=C1C(=C(O2)C(=O)O)C (4-furan-3-yl-3-methyl-benzofuran-2-carboxylic acid). RXN SMILES: C([O:5][C:6]([C:8]1[O:9][C:10]2[CH:17]=[CH:16][CH:15]=[C:14]([C:18]3[CH:22]=[CH:21][O:20][CH:19]=3)[C:11]=2[C:12]=1[CH3:13])=[O:7])(C)(C)C.C(O)(C(F)(F)F)=O.ClCCl>>[O:20]1[CH:21]=[CH:22][C:18]([C:14]2[C:11]3[C:12]([CH3:13])=[C:8]([C:6]([OH:7])=[O:5])[O:9][C:10]=3[CH:17]=[CH:16][CH:15]=2)=[CH:19]1 |f:1.2|. Reported procedure: To 174 mg of 4-furan-3-yl-3-methyl-benzofuran-2-carboxylic acid tert-butyl ester was added 4 mL of TFA/dichloromethane (1:1). The solution was stirred at room temperature for 2 h. The solvents were removed under vacuum and the residue was triturated with ether. Filtration gave 124 mg of of 4-furan-3-yl-3-methyl-benzofuran-2-carboxylic acid as a white solid. The reactants are C[Si](C)(C)Cl (TMSCl), OC1=C(C=CC=C1)C(=O)C1=CC=C(C=C1)OC ((2-hydroxyphenyl)(4-methoxyphenyl)methanone), C(#N)[BH3-].[Na+] (sodium cyanoborohydride). Procedure details: 0.78 g of (2-hydroxyphenyl)(4-methoxyphenyl)methanone is dissolved in acetonitrile and cooled to 0° C. 2 ml of TMSCl are added dropwise to the mixture, and then 1 g of sodium cyanoborohydride is added. The mixture is stirred at room temperature for 3 h. The reaction solution is diluted with dichloromethane and filtered through Celite. Reaction conditions: temperature 0 celsius, time 3 hour. Reaction SMILES: [OH:1][C:2]1[CH:7]=[CH:6][CH:5]=[CH:4][C:3]=1[C:8]([C:10]1[CH:15]=[CH:14][C:13]([O:16][CH3:17])=[CH:12][CH:11]=1)=O.C[Si](Cl)(C)C.C([BH3-])#N.[Na+]>C(#N)C.ClCCl>[CH3:17][O:16][C:13]1[CH:14]=[CH:15][C:10]([CH2:8][C:3]2[CH:4]=[CH:5][CH:6]=[CH:7][C:2]=2[OH:1])=[CH:11][CH:12]=1 |f:2.3|. The product is COC1=CC=C(CC2=C(C=CC=C2)O)C=C1 (2-(4-Methoxybenzyl)phenol). Run in ClCCl (dichloromethane), C(C)#N (acetonitrile). The reactants are O (H2O), C1(=CC=CC=C1)C1=CC(=CC2=CC(=CC=C12)O)CCl (1-Phenyl-3-chloromethyl-6-naphthol), C1(=CC=CC=C1)S (thiophenol), [H-].[Na+] (NaH). Solvent: CN(C)C=O (DMF). Conditions: time 18 hour. The product is C1(=CC=CC=C1)C1=CC(=CC2=CC(=CC=C12)O)CSC1=CC=CC=C1 (1-Phenyl-3-phenylthiomethyl-6-naphthol). As a reaction SMILES: [C:1]1([C:7]2[C:16]3[C:11](=[CH:12][C:13]([OH:17])=[CH:14][CH:15]=3)[CH:10]=[C:9]([CH2:18]Cl)[CH:8]=2)[CH:6]=[CH:5][CH:4]=[CH:3][CH:2]=1.[H-].[Na+].[C:22]1([SH:28])[CH:27]=[CH:26][CH:25]=[CH:24][CH:23]=1.O>CN(C=O)C>[C:1]1([C:7]2[C:16]3[C:11](=[CH:12][C:13]([OH:17])=[CH:14][CH:15]=3)[CH:10]=[C:9]([CH2:18][S:28][C:22]3[CH:27]=[CH:26][CH:25]=[CH:24][CH:23]=3)[CH:8]=2)[CH:6]=[CH:5][CH:4]=[CH:3][CH:2]=1 |f:1.2|. Procedure details: To a solution of the halide from Step 2 (600 mg, 0.22 mmoL) in dry DMF (5 mL) was added at r.t. NaH (90 mg, 2.2 mmoL), followed by thiophenol (114 mL, 1.1 mmoL). The reaction mixture was stirred at r.t. for 18 hr., then transferred to H2O and extracted with EtOAc. The combined organic phases were washed with brine, and dried over MgSO4. After evaporation of the solvent and purification by flash chromatography on silica gel (hexanes:EtOAc; 7:3) the title compound was obtained. Starting materials: C(C)(C)C=1C(NC(NC1C(C1=CC(=CC(=C1)C)C)=O)=O)=O (5-Isopropyl-6-(3,5-dimethylbenzoyl)-2,4-pyrimidinedione), ClCC(C)=O (chloroacetone). Yields the product C(C(=O)C)N1C(NC(C(=C1C(C1=CC(=CC(=C1)C)C)=O)C(C)C)=O)=O (1-(Acetonyl)-5-isopropyl-6-(3,5-dimethylbenzoyl)-2,4-pyrimidinedione). The yield is 45.0%. RXN SMILES: [CH:1]([C:4]1[C:5](=[O:21])[NH:6][C:7](=[O:20])[NH:8][C:9]=1[C:10](=[O:19])[C:11]1[CH:16]=[C:15]([CH3:17])[CH:14]=[C:13]([CH3:18])[CH:12]=1)([CH3:3])[CH3:2].Cl[CH2:23][C:24](=[O:26])[CH3:25]>>[CH2:23]([N:8]1[C:9]([C:10](=[O:19])[C:11]2[CH:12]=[C:13]([CH3:18])[CH:14]=[C:15]([CH3:17])[CH:16]=2)=[C:4]([CH:1]([CH3:3])[CH3:2])[C:5](=[O:21])[NH:6][C:7]1=[O:20])[C:24]([CH3:25])=[O:26]. Procedure: 5-Isopropyl-6-(3,5-dimethylbenzoyl)-2,4-pyrimidinedione and chloroacetone were reacted by the same way with the example 1 to obtain the titled compound (155 mg, yield: 45%). Reactants: O=C([O-])O, COC1CCC(C2CCC(CCC3OCCO3)CC2)CC1, CC(=O)O, [Na+], C1COCCO1, O. Product: COC1CCC(C2CCC(CCC=O)CC2)CC1. RXN SMILES: [C:27](=[O:28])([O-:29])[OH:30].[CH3:1][O:2][CH:3]1[CH2:4][CH2:5][CH:6]([CH:9]2[CH2:10][CH2:11][CH:12]([CH2:15][CH2:16][CH:17]3[O:18][CH2:21][CH2:20][O:19]3)[CH2:13][CH2:14]2)[CH2:7][CH2:8]1.[CH3:23][C:24](=[O:25])[OH:26].[Na+:31].[O:32]1[CH2:33][CH2:34][O:35][CH2:36][CH2:37]1.[OH2:22]>>[CH3:1][O:2][CH:3]1[CH2:4][CH2:5][CH:6]([CH:9]2[CH2:10][CH2:11][CH:12]([CH2:15][CH2:16][CH:17]=[O:18])[CH2:13][CH2:14]2)[CH2:7][CH2:8]1. The reactants are 2,6-dichlorophenyl nitrile oxide, ClC(C(=O)NC1=CC=C(C=C1)C#C)Cl (2,2-dichloro-N-(4-ethynylphenyl)acetamide), ClC1=C(C(=CC=C1)Cl)C(=NO)Cl (2,6-Dichloro-N-hydroxybenzenecarboximidoyl chloride), ClC(C(=O)NC1=CC=C(C=C1)C#C)Cl (2,2-dichloro-N-(4-ethynylphenyl)acetamide). Solvent: C1CCOC1 (THF), C(C)N(CC)CC (triethylamine). Run at time 1 hour. The product is ClC(C(=O)NC1=CC=C(C=C1)C1=CC(=NO1)C1=C(C=CC=C1Cl)Cl)Cl (2,2-dichloro-N-[4-[3-(2,6-dichlorophenyl)-5-isoxazolyl]phenyl]acetamide). Reaction SMILES: [Cl:1][C:2]1[CH:7]=[CH:6][CH:5]=[C:4]([Cl:8])[C:3]=1[C:9](Cl)=[N:10][OH:11].[Cl:13][CH:14]([Cl:26])[C:15]([NH:17][C:18]1[CH:23]=[CH:22][C:21]([C:24]#[CH:25])=[CH:20][CH:19]=1)=[O:16]>C1COCC1.C(N(CC)CC)C>[Cl:13][CH:14]([Cl:26])[C:15]([NH:17][C:18]1[CH:23]=[CH:22][C:21]([C:24]2[O:11][N:10]=[C:9]([C:3]3[C:2]([Cl:1])=[CH:7][CH:6]=[CH:5][C:4]=3[Cl:8])[CH:25]=2)=[CH:20][CH:19]=1)=[O:16]. Procedure: 2,6-Dichloro-N-hydroxybenzenecarboximidoyl chloride (1.01 g, 4.5 mmol) and 2,2-dichloro-N-(4-ethynylphenyl)acetamide (1.01 g, 4.42 mmol) were dissolved in anhydrous THF (40 mL) and triethylamine (1.0 mL). The mixture was stirred at room temperature for 1 h then heated at reflux for 4 h to generate the 2,6-dichlorophenyl nitrile oxide intermediate, which reacted by a 1,3-dipolar cycloaddition reaction with 2,2-dichloro-N-(4-ethynylphenyl)acetamide. The solvent was removed under reduced pressure. ... Product: C#Cc1cc2nccc(Oc3ccc(NC(=S)NC(=O)Cc4ccccc4)cc3F)c2s1. Reactants: C#Cc1cc2nccc(Oc3ccc([N+](=O)[O-])cc3F)c2s1, CO, CCO, Cc1ccccc1, Cl[Sn]Cl, O=C(Cc1ccccc1)N=C=S. RXN SMILES: [C:1](#[CH:2])[c:3]1[cH:4][c:5]2[n:6][cH:7][cH:8][c:9]([O:12][c:13]3[c:14]([F:22])[cH:15][c:16]([N+:19]([O-:20])=[O:21])[cH:17][cH:18]3)[c:10]2[s:11]1.[CH3:38][OH:39].[CH3:40][CH2:41][OH:42].[CH3:43][c:44]1[cH:45][cH:46][cH:47][cH:48][cH:49]1.[Sn:23]([Cl:24])[Cl:25].[c:26]1([CH2:32][C:33](=[O:34])[N:35]=[C:36]=[S:37])[cH:27][cH:28][cH:29][cH:30][cH:31]1>>[C:1](#[CH:2])[c:3]1[cH:4][c:5]2[n:6][cH:7][cH:8][c:9]([O:12][c:13]3[c:14]([F:22])[cH:15][c:16]([NH:19][C:36]([NH:35][C:33]([CH2:32][c:26]4[cH:27][cH:28][cH:29][cH:30][cH:31]4)=[O:34])=[S:37])[cH:17][cH:18]3)[c:10]2[s:11]1.